From a dataset of the Open Reaction Database (ORD), a public repository of structured organic reaction records. describe an organic reaction: reactants, conditions, products, and yield Product: BrC1=C(OC(C(=O)O)CC2=CC=CC=C2)C(=CC(=C1)C1=C2C=CC=CC2=C(C2=C1C1=C(S2)C=CC=C1)I)Br (2,6-Dibromo-4-(6-iodo-benzo[b]naphtho[2,3-d]thiophen-11-yl]-phenoxyl-3-phenyl-propionic acid). Procedure details: Prepared from of 2,6-dibromo-4-(6-iodo-benzo[b]naphtho[2,3-d]thiophen-11 -yl)-phenol (Example 59) and (S)-2-hydroxy-3-phenylpropionic acid, methyl ester (Example 96). White solid: [a]25/D=+31.791° (9.940 mg/mL CHCl3); NMR (CDCl3); δ8.23 (ddd, J=8, 1, 1 Hz), 7.81 (ddd, J=8, 1, 1 Hz, 1 H), 7.64 (ddd, J=8,7, 1 Hz, 1 H), 7.58 (dd, J=9, 2Hz, 2 H), 7.52-7.39 (m, 7 H), 7.37-7.28 (m, 2 H), 6.68 (ddd, J=8,1, 1 Hz, 1 H), 5.48 (t, J=7 Hz, 1 H, -CH), 3.5 (d, J=7 Hz, 2 H); MS (+FAB): [M+], 2 bromine isotope ... The solvent is C(Cl)(Cl)Cl (CHCl3). Reactants: 756, BrC1=C(C(=CC(=C1)C1=C2C=CC=CC2=C(C2=C1C1=C(S2)C=CC=C1)I)Br)O (2,6-Dibromo-4-(6-iodo-benzo[b]naphtho[2,3-d]thiophen-11-yl)-phenol), O[C@H](C(=O)OC)CC1=CC=CC=C1 ((S)-2-Hydroxy-3-phenylpropionic acid, methyl ester), 758, BrBr (bromine), 760. As a reaction SMILES: [Br:1][C:2]1[CH:7]=[C:6]([C:8]2[C:17]3[C:18]4[CH:24]=[CH:23][CH:22]=[CH:21][C:19]=4[S:20][C:16]=3[C:15]([I:25])=[C:14]3[C:9]=2[CH:10]=[CH:11][CH:12]=[CH:13]3)[CH:5]=[C:4]([Br:26])[C:3]=1[OH:27].O[C@@H:29]([CH2:34][C:35]1[CH:40]=[CH:39][CH:38]=[CH:37][CH:36]=1)[C:30]([O:32]C)=[O:31].BrBr>C(Cl)(Cl)Cl>[Br:26][C:4]1[CH:5]=[C:6]([C:8]2[C:17]3[C:18]4[CH:24]=[CH:23][CH:22]=[CH:21][C:19]=4[S:20][C:16]=3[C:15]([I:25])=[C:14]3[C:9]=2[CH:10]=[CH:11][CH:12]=[CH:13]3)[CH:7]=[C:2]([Br:1])[C:3]=1[O:27][CH:29]([CH2:34][C:35]1[CH:40]=[CH:39][CH:38]=[CH:37][CH:36]=1)[C:30]([OH:32])=[O:31]. Starting materials: COc1ccc(CN(Cc2ccc(OC)cc2)c2nc(C)nc(-c3cc(Cl)cnc3NC3CCOCC3)n2)cc1, O=C(O)C(F)(F)F. Yields the product Cc1nc(N)nc(-c2cc(Cl)cnc2NC2CCOCC2)n1. Reaction SMILES: [Cl:1][c:2]1[cH:3][c:4](-[c:15]2[n:16][c:17]([N:22]([CH2:23][c:24]3[cH:25][cH:26][c:27]([O:28][CH3:29])[cH:30][cH:31]3)[CH2:32][c:33]3[cH:34][cH:35][c:36]([O:37][CH3:38])[cH:39][cH:40]3)[n:18][c:19]([CH3:21])[n:20]2)[c:5]([NH:8][CH:9]2[CH2:10][CH2:11][O:12][CH2:13][CH2:14]2)[n:6][cH:7]1.[F:41][C:42]([F:43])([F:44])[C:45]([OH:46])=[O:47]>>[Cl:1][c:2]1[cH:3][c:4](-[c:15]2[n:16][c:17]([NH2:22])[n:18][c:19]([CH3:21])[n:20]2)[c:5]([NH:8][CH:9]2[CH2:10][CH2:11][O:12][CH2:13][CH2:14]2)[n:6][cH:7]1. Starting materials: [I-].CON=C(C#N)C=1C=[N+](C=CC1)C (α-(Methoxyimino)-α-(1-methylpyridinium-3-yl)acetonitrile iodide), [BH4-].[Na+] (Sodium borohydride). Solvent: CO (methanol). Conditions: temperature 0 celsius. The product is CON=C(C#N)C=1CN(CCC1)C (α-(Methoxyimino)-α-(1-methyl-1,2,5,6-tetrahydropyridin-3-yl)acetonitrile). The yield is 22.3%. Reaction SMILES: [I-].[CH3:2][O:3][N:4]=[C:5]([C:8]1[CH:9]=[N+:10]([CH3:14])[CH:11]=[CH:12][CH:13]=1)[C:6]#[N:7].[BH4-].[Na+]>CO>[CH3:2][O:3][N:4]=[C:5]([C:8]1[CH2:9][N:10]([CH3:14])[CH2:11][CH2:12][CH:13]=1)[C:6]#[N:7] |f:0.1,2.3|. Procedure details: α-(Methoxyimino)-α-(1-methylpyridinium-3-yl)acetonitrile iodide (D6) (0.3 g, 0.001 mol) was dissolved in methanol (10 ml) and cooled to 0° C. Sodium borohydride (0.114 g, 0.003 mol) was added in three equal portions at 15 minute intervals. The mixture was allowed to warm to room temperature over 1 h and then evaporated to dryness. The residue was partitioned between saturated aqueous potassium carbonate solution (50 ml) and chloroform (3×75 ml). The organic layers were separated and dried (Na2SO...